Dataset: the Open Reaction Database (ORD), a public repository of structured organic reaction records. Task: describe an organic reaction: reactants, conditions, products, and yield Reactants: [BH3-]C#N, C1COCCN1, CC(=O)O, [Na+], COC(=O)c1ccc(C=CC=O)cc1, O. Product: COC(=O)c1ccc(C=CCN2CCOCC2)cc1. As a reaction SMILES: [C:25]([BH3-:26])#[N:27].[CH2:1]1[CH2:2][O:3][CH2:4][CH2:5][NH:6]1.[CH3:21][C:22](=[O:23])[OH:24].[Na+:28].[O:7]=[CH:8][CH:9]=[CH:10][c:11]1[cH:12][cH:13][c:14]([C:15](=[O:16])[O:17][CH3:18])[cH:19][cH:20]1.[OH2:29]>>[CH2:1]1[CH2:2][O:3][CH2:4][CH2:5][N:6]1[CH2:8][CH:9]=[CH:10][c:11]1[cH:12][cH:13][c:14]([C:15](=[O:16])[O:17][CH3:18])[cH:19][cH:20]1. The reactants are 4h, solid, C[Al](C)C (Trimethylaluminum), NN1CCOCC1 (4-aminomorpholine), C(C)OC(=O)C1=NN(C(=C1N)C1=CC=C(C=C1)Cl)C1=C(C=CC=C1)Cl (4-amino-1-(2-chlorophenyl)-5-(4-chlorophenyl)-1H-pyrazole-3-carboxylic acid ethyl ester). Run in C(Cl)(Cl)Cl (CHCl3). Run at time 1 hour. Product: N1(CCOCC1)NC(=O)C1=NN(C(=C1N)C1=CC=C(C=C1)Cl)C1=C(C=CC=C1)Cl (4-Amino-1-(2-chlorophenyl)-5-(4-chlorophenyl)-1H-pyrazole-3-carboxylic acid morpholin-4-ylamide). As a reaction SMILES: C[Al](C)C.[NH2:5][N:6]1[CH2:11][CH2:10][O:9][CH2:8][CH2:7]1.C([O:14][C:15]([C:17]1[C:21]([NH2:22])=[C:20]([C:23]2[CH:28]=[CH:27][C:26]([Cl:29])=[CH:25][CH:24]=2)[N:19]([C:30]2[CH:35]=[CH:34][CH:33]=[CH:32][C:31]=2[Cl:36])[N:18]=1)=O)C>C(Cl)(Cl)Cl>[N:6]1([NH:5][C:15]([C:17]2[C:21]([NH2:22])=[C:20]([C:23]3[CH:24]=[CH:25][C:26]([Cl:29])=[CH:27][CH:28]=3)[N:19]([C:30]3[CH:35]=[CH:34][CH:33]=[CH:32][C:31]=3[Cl:36])[N:18]=2)=[O:14])[CH2:11][CH2:10][O:9][CH2:8][CH2:7]1. Procedure: Trimethylaluminum (2M solution in toluene, 625 microliters, 1.25 mmol) is added to a solution of 4-aminomorpholine (121 microliters, 1.25 mmol) in CHCl3 (3 ml) at room temperature. The reaction mixture was stirred for 1 h, then 4-amino-1-(2-chlorophenyl)-5-(4-chlorophenyl)-1H-pyrazole-3-carboxylic acid ethyl ester (I-2A-1a, 188 mg, 0.5 mmol) was added in one portion. The reaction mixture was stirred at 45° C. for 4h, cooled to room temperature, and quenched with 1 M HCl (1 ml) (CAREFUL: gas evol...